This data is from the Open Reaction Database (ORD), a public repository of structured organic reaction records. The task is: describe an organic reaction: reactants, conditions, products, and yield Reactants: C(C(=O)C1=CC=CC=C1)Br (phenacyl bromide), S1CCCC1 (tetrahydrothiophene), O (water), C(C)OCC (diethyl ether). The solvent is [N+](=O)([O-])C (nitromethane). Run at time 4 hour. The product is [Br-].C(C(=O)C1=CC=CC=C1)[S+]1CCCC1 (phenacyltetrahydrothiophenium bromide). Reaction SMILES: [CH2:1]([Br:10])[C:2]([C:4]1[CH:9]=[CH:8][CH:7]=[CH:6][CH:5]=1)=[O:3].[S:11]1[CH2:15][CH2:14][CH2:13][CH2:12]1.O.C(OCC)C>[N+](C)([O-])=O>[Br-:10].[CH2:1]([S+:11]1[CH2:15][CH2:14][CH2:13][CH2:12]1)[C:2]([C:4]1[CH:9]=[CH:8][CH:7]=[CH:6][CH:5]=1)=[O:3] |f:5.6|. Reported procedure: 88.2 g (0.44 mole) of phenacyl bromide and 39.1 g (0.44 mole) of tetrahydrothiophene were dissolved in 220 g of nitromethane, which was stirred for 4 hours at room temperature. 800 g of water and 400 g of diethyl ether were added to the reaction solution whereupon the mixture separated into two layers. The aqueous layer was taken out, which was an aqueous solution of the target compound, phenacyltetrahydrothiophenium bromide. The reactants are C(C)OC(=O)C1=C(C2=C(NC1=O)C=CS2)N2CCN(CC2)C(=O)C=2OC=CC2 (7-[4-(furan-2-carbonyl)-piperazin-1-yl]-5-oxo-4,5-dihydro-thieno[3,2-b]pyridine-6-carboxylic acid ethyl ester), ClCC(=O)C1=CC=CC=C1 (2-chloroacetophenone), C(C)OC(=O)C1=C(C2=C(N(C1=O)CC1=CC=C(C=C1)F)C=CS2)N2CCN(CC2)C(=O)C=2OC=CC2 (4-(4-fluoro-benzyl)-7-[4-(furan-2-carbonyl)-piperazin-1-yl]-5-oxo-4,5-dihydro-thieno[3,2-b]pyrdine-6-carboxylic acid ethyl ester). The product is C(C)OC(=O)C1=C(C2=C(N(C1=O)CC(C1=CC=CC=C1)=O)C=CS2)N2CCN(CC2)C(=O)C=2OC=CC2 (7-[4-(furan-2-carbonyl)-piperazin-1-yl]-5-oxo-4-(2-oxo-2-phenyl-ethyl)-4,5-dihydro-thieno[3,2-b]pyridine-6-carboxylic acid ethyl ester). Reaction SMILES: [CH2:1]([O:3][C:4]([C:6]1[C:11](=[O:12])[NH:10][C:9]2[CH:13]=[CH:14][S:15][C:8]=2[C:7]=1[N:16]1[CH2:21][CH2:20][N:19]([C:22]([C:24]2[O:25][CH:26]=[CH:27][CH:28]=2)=[O:23])[CH2:18][CH2:17]1)=[O:5])[CH3:2].Cl[CH2:30][C:31]([C:33]1[CH:38]=[CH:37][CH:36]=[CH:35][CH:34]=1)=[O:32].C(OC(C1C(=O)N(CC2C=CC(F)=CC=2)C2C=CSC=2C=1N1CCN(C(C2OC=CC=2)=O)CC1)=O)C>>[CH2:1]([O:3][C:4]([C:6]1[C:11](=[O:12])[N:10]([CH2:30][C:31](=[O:32])[C:33]2[CH:38]=[CH:37][CH:36]=[CH:35][CH:34]=2)[C:9]2[CH:13]=[CH:14][S:15][C:8]=2[C:7]=1[N:16]1[CH2:21][CH2:20][N:19]([C:22]([C:24]2[O:25][CH:26]=[CH:27][CH:28]=2)=[O:23])[CH2:18][CH2:17]1)=[O:5])[CH3:2]. Procedure: This compound was prepared from 7-[4-(furan-2-carbonyl)-piperazin-1-yl]-5-oxo-4,5-dihydro-thieno[3,2-b]pyridine-6-carboxylic acid ethyl ester (10) and 2-chloroacetophenone by applying similar method as described for 4-(4-fluoro-benzyl)-7-[4-(furan-2-carbonyl)-piperazin-1-yl]-5-oxo-4,5-dihydro-thieno[3,2-b]pyridine-6-carboxylic acid ethyl ester (11). MP 246° C. 1H-NMR (DMSO-d6) δ 1.25 (t, J=7.2 Hz, 3H), 3.85 (m, 4H), 4.23 (q, J=6.8 Hz, 2H), 5.75 (s, 2H), 6.66 (m, 1H), 7.07 (d, J=3.2 Hz, 1H), 7.34... Starting materials: CCOP(=O)(Cc1ccncc1)OCC, ClC(Cl)Cl, O=C(OO)c1cccc(Cl)c1. Yields the product CCOP(=O)(Cc1cc[n+]([O-])cc1)OCC. Reaction SMILES: [CH2:1]([CH3:2])[O:3][P:4](=[O:5])([O:6][CH2:7][CH3:8])[CH2:9][c:10]1[cH:11][cH:12][n:13][cH:14][cH:15]1.[CH:27]([Cl:28])([Cl:29])[Cl:30].[Cl:16][c:17]1[cH:18][cH:19][cH:20][c:21]([C:22]([O:23][OH:25])=[O:24])[cH:26]1>>[CH2:1]([CH3:2])[O:3][P:4](=[O:5])([O:6][CH2:7][CH3:8])[CH2:9][c:10]1[cH:11][cH:12][n+:13]([O-:24])[cH:14][cH:15]1. Run in O (water). Procedure: A ruthenium trichloride hydrate was placed in a separable flask of 5 L in volume so as to contain 80.15 g of ruthenium. To the flask, further 3,500 mL of water and 297.5 g of 2,4-pentanedione were added and refluxed in the air for 2 hours. To the resultant solution, 330 g of sodium acid carbonate was added and refluxed for another 2 hours. From the obtained reaction solution, the organic phase was extracted, vaporized, and dried to obtain 285.3 g of tris(2,4-pentanedionato)ruthenium as a red cry... Yields the product CC(=O)CC(=O)C.CC(=O)CC(=O)C.CC(=O)CC(=O)C.[Ru] (tris(2,4-pentanedionato)ruthenium). Starting materials: O.[Ru](Cl)(Cl)Cl (ruthenium trichloride hydrate), [Ru] (ruthenium), resultant solution, C(=O)(O)[O-].[Na+] (sodium acid carbonate), CC(CC(C)=O)=O (2,4-pentanedione). Reaction SMILES: O.[Ru:2](Cl)(Cl)Cl.[Ru].[CH3:7][C:8](=[O:13])[CH2:9][C:10](=[O:12])[CH3:11].C([O-])(O)=O.[Na+]>O>[CH3:11][C:10]([CH2:9][C:8]([CH3:7])=[O:13])=[O:12].[CH3:11][C:10]([CH2:9][C:8]([CH3:7])=[O:13])=[O:12].[CH3:11][C:10]([CH2:9][C:8]([CH3:7])=[O:13])=[O:12].[Ru:2] |f:0.1,4.5,7.8.9.10|. Reactants: NC1=NC(=C(C(=N1)S(=O)C)C#N)C=1SC=CC1 (2-amino-4-methanesulfinyl-6-thiophen-2-yl-pyrimidine-5-carbonitrile), NCCN1CCOCC1 (4-(2-aminoethyl)morpholine). Solvent: O1CCOCC1 (dioxane). The product is NC1=NC(=C(C(=N1)NCCN1CCOCC1)C#N)C=1SC=CC1 (2-Amino-4-(2-morpholin-4-yl-ethylamino)-6-thiophen-2-yl-pyrimidine-5-carbonitrile). RXN SMILES: [NH2:1][C:2]1[N:7]=[C:6](S(C)=O)[C:5]([C:11]#[N:12])=[C:4]([C:13]2[S:14][CH:15]=[CH:16][CH:17]=2)[N:3]=1.[NH2:18][CH2:19][CH2:20][N:21]1[CH2:26][CH2:25][O:24][CH2:23][CH2:22]1>O1CCOCC1>[NH2:1][C:2]1[N:7]=[C:6]([NH:18][CH2:19][CH2:20][N:21]2[CH2:26][CH2:25][O:24][CH2:23][CH2:22]2)[C:5]([C:11]#[N:12])=[C:4]([C:13]2[S:14][CH:15]=[CH:16][CH:17]=2)[N:3]=1. Procedure: From 2-amino-4-methanesulfinyl-6-thiophen-2-yl-pyrimidine-5-carbonitrile and 4-(2-aminoethyl)morpholine in dioxane. ES-MS m/e (%): 331 (M+H+, 100). The reactants are O=C([O-])[O-], CCCBr, [K+], [K+], CN(C)C=O, CCCOc1c(O)cc(C2CCC(c3cc(OC)c(OC)c(OC)c3)O2)cc1S(=O)(=O)CCO. Yields the product CCCOc1cc(C2CCC(c3cc(OC)c(OC)c(OC)c3)O2)cc(S(=O)(=O)CCO)c1OCCC. Reaction SMILES: [C:39](=[O:40])([O-:41])[O-:42].[CH2:35]([CH2:36][CH3:37])[Br:38].[K+:43].[K+:44].[O:45]=[CH:46][N:47]([CH3:48])[CH3:49].[OH:1][CH2:2][CH2:3][S:4](=[O:5])(=[O:6])[c:7]1[cH:8][c:9]([CH:18]2[O:19][CH:20]([c:23]3[cH:24][c:25]([O:33][CH3:34])[c:26]([O:31][CH3:32])[c:27]([O:29][CH3:30])[cH:28]3)[CH2:21][CH2:22]2)[cH:10][c:11]([OH:17])[c:12]1[O:13][CH2:14][CH2:15][CH3:16]>>[OH:1][CH2:2][CH2:3][S:4](=[O:5])(=[O:6])[c:7]1[cH:8][c:9]([CH:18]2[O:19][CH:20]([c:23]3[cH:24][c:25]([O:33][CH3:34])[c:26]([O:31][CH3:32])[c:27]([O:29][CH3:30])[cH:28]3)[CH2:21][CH2:22]2)[cH:10][c:11]([O:17][CH2:35][CH2:36][CH3:37])[c:12]1[O:13][CH2:14][CH2:15][CH3:16]. The reactants are BrC=1C=C(C=CC1)C[C@@H](CC1=CC=CC=C1)O (1-(3-bromophenyl)-3-phenyl-2(R)-propanol), [H-].[Na+] (NaH), CI (CH3I). The solvent is C1CCOC1 (THF). Conditions: time 30 minute. Yields the product BrC1=CC(=CC=C1)C[C@@H](CC1=CC=CC=C1)OC (1-Bromo-3-(2(R)-methoxy-3-phenylpropyl)benzene). Isolated yield 75.8%. Reaction SMILES: [Br:1][C:2]1[CH:3]=[C:4]([CH2:8][C@H:9]([OH:17])[CH2:10][C:11]2[CH:16]=[CH:15][CH:14]=[CH:13][CH:12]=2)[CH:5]=[CH:6][CH:7]=1.[H-].[Na+].[CH3:20]I>C1COCC1>[Br:1][C:2]1[CH:7]=[CH:6][CH:5]=[C:4]([CH2:8][C@H:9]([O:17][CH3:20])[CH2:10][C:11]2[CH:12]=[CH:13][CH:14]=[CH:15][CH:16]=2)[CH:3]=1 |f:1.2|. Procedure: To a solution of 1-(3-bromophenyl)-3-phenyl-2(R)-propanol (437 mg, 1.50 mmol) in 20 mL of anhydrous THF was added NaH (70% dispersion in mineral oil, 64 mg, 1.87 mmol, 1.24 equiv.) at 0° C. under N2. The mixture was warmed to room temperature and stirred for 30 min, then CH3I (2.1 g, 15 mmol, 10 equiv.) was added at room temperature. The mixture was stirred for 3 h at room temperature. The reaction was quenched with saturated aqueous NH4Cl solution, and the mixture was extracted with EtOAc (3×50... Reactants: CCC(CC)Nc1cc(C(=O)OC)c(C(F)(F)F)cc1C#N, O=C([O-])[O-], CS(C)=O, [K+], [K+], OO. Yields the product CCC(CC)Nc1cc(C(=O)OC)c(C(F)(F)F)cc1C(N)=O. Reaction SMILES: [C:1](#[N:2])[c:3]1[cH:4][c:5]([C:19]([F:20])([F:21])[F:22])[c:6]([C:7](=[O:8])[O:9][CH3:10])[cH:11][c:12]1[NH:13][CH:14]([CH2:15][CH3:16])[CH2:17][CH3:18].[C:25]([O-:26])(=[O:27])[O-:28].[CH3:31][S:32]([CH3:33])=[O:34].[K+:29].[K+:30].[OH:23][OH:24]>>[C:1]([NH2:2])([c:3]1[cH:4][c:5]([C:19]([F:20])([F:21])[F:22])[c:6]([C:7](=[O:8])[O:9][CH3:10])[cH:11][c:12]1[NH:13][CH:14]([CH2:15][CH3:16])[CH2:17][CH3:18])=[O:26]. The reactants are C(#N)C1CC2C3=CC=CC=C3C1C=1C=CC=CC21 (11-cyano-9,10-dihydro-9,10-ethanoanthracene), NCCS (2-aminoethanethiol). Run at temperature 130 celsius, time 4 hour. Product: S1C(=NCC1)C1CC2C3=CC=CC=C3C1C=1C=CC=CC21 (11-(2-thiazolin-2-yl)-9,10-dihydro-9,10-ethanoanthracene). Yield: 77.6%. Reaction SMILES: [C:1]([CH:3]1[CH:12]2[C:13]3[CH:14]=[CH:15][CH:16]=[CH:17][C:18]=3[CH:5]([C:6]3[C:11]2=[CH:10][CH:9]=[CH:8][CH:7]=3)[CH2:4]1)#[N:2].N[CH2:20][CH2:21][SH:22]>>[S:22]1[CH2:21][CH2:20][N:2]=[C:1]1[CH:3]1[CH:12]2[C:11]3[CH:10]=[CH:9][CH:8]=[CH:7][C:6]=3[CH:5]([C:18]3[C:13]2=[CH:14][CH:15]=[CH:16][CH:17]=3)[CH2:4]1. Procedure: A mixture of 11-cyano-9,10-dihydro-9,10-ethanoanthracene (4.6 g) and 2-aminoethanethiol (2.0 g) is stirred at 130° C for 4 hours. The reaction mixture is recrystallized from ethanol to give 11-(2-thiazolin-2-yl)-9,10-dihydro-9,10-ethanoanthracene (4.5 g) as crystals melting at 160° to 161° C. IR (KBr), 1619 cm-1 (S--C=N).